This data is from the Open Reaction Database (ORD), a public repository of structured organic reaction records. The task is: describe an organic reaction: reactants, conditions, products, and yield Reactants: ClC1=CC=C(C=C1)N1N=C(CC1C)NC=O (N-[1-(p-Chlorophenyl)-5-methyl-2-pyrazolin-3-yl]formamide), C(C)(=O)OC(C)=O (acetic anhydride). Reagents/catalysts: CN(C1=CC=NC=C1)C (4-dimethylaminopyridine). Conditions: time 48 hour. Product: ClC1=CC=C(C=C1)N1N=C(CC1C)NC(C)=O (N-[1-(p-Chlorophenyl)-5-methyl-2-pyrazolin-3-yl]acetamide). RXN SMILES: [Cl:1][C:2]1[CH:7]=[CH:6][C:5]([N:8]2[CH:12]([CH3:13])[CH2:11][C:10]([NH:14][CH:15]=[O:16])=[N:9]2)=[CH:4][CH:3]=1.[C:17](OC(=O)C)(=O)C>CN(C)C1C=CN=CC=1>[Cl:1][C:2]1[CH:3]=[CH:4][C:5]([N:8]2[CH:12]([CH3:13])[CH2:11][C:10]([NH:14][C:15](=[O:16])[CH3:17])=[N:9]2)=[CH:6][CH:7]=1. Procedure details: A mixture of 8.0 g. of 3-amino-1-(p-chlorophenyl)-5-methyl-2-pyrazoline (prepared as described in Example 20), 400 mg. of 4-dimethylaminopyridine and 20.0 ml. of acetic anhydride is allowed to stand at room temperature for 48 hours. The solid formed is collected by filtration, washed with cold acetic anhydride, then with hexane and is dried to give a white solid. The solid is recrystallized from dichloromethane-hexane to give 6.6 g. of the product of the Example as a white solid, m.p. 167°-169° ... The reactants are CN([SiH](C)C)[Si](C)(C)C, CCOC(C)=O, ClCCl, N, O=C1NS(=O)(=O)c2ccccc21, Cn1nnnc1S. The product is Cn1nnnc1S[Si](C)(C)C. Reaction SMILES: [CH3:20][SiH:21]([CH3:22])[N:27]([Si:23]([CH3:24])([CH3:25])[CH3:26])[CH3:28].[CH3:30][CH2:31][O:32][C:33](=[O:34])[CH3:35].[Cl:36][CH2:37][Cl:38].[NH3:29].[O:8]=[C:9]1[c:10]2[c:11]([cH:12][cH:13][cH:14][cH:15]2)[S:16](=[O:17])(=[O:18])[NH:19]1.[SH:1][c:2]1[n:3][n:4][n:5][n:6]1[CH3:7]>>[S:1]([c:2]1[n:3][n:4][n:5][n:6]1[CH3:7])[Si:23]([CH3:24])([CH3:25])[CH3:26].